This data is from the Open Reaction Database (ORD), a public repository of structured organic reaction records. The task is: describe an organic reaction: reactants, conditions, products, and yield Run at time 14 hour. Isolated yield 45.2%. Run in C(Cl)Cl (CH2Cl2), ClCCCl (DCE). Reported procedure: To a solution of 5-methylpyridin-2-amine (191 mg, 1.76 mmol) in DCE at 0° C. was added Al(CH3)2Cl drop-wise. After stirring the mixture at room temperature for 20 minutes ethyl 4-({6-[(dimethylamino)carbonyl]pyridin-3-yl}oxy)-2-methyl-1-benzofuran-6-carboxylate (65 mg, 0.18 mmol) was added. The reaction was stirred at room temperature for 14 hours. The sample was diluted with CH2Cl2 and quenched with potassium sodium tartrate tetrahydrate (20% w/w) (1 mL). Caution, addition was done slowly. The ... Reactants: CC=1C=CC(=NC1)N (5-methylpyridin-2-amine), [Al](C)(C)Cl (Al(CH3)2Cl), CN(C(=O)C1=CC=C(C=N1)OC1=CC(=CC2=C1C=C(O2)C)C(=O)OCC)C (ethyl 4-({6-[(dimethylamino)carbonyl]pyridin-3-yl}oxy)-2-methyl-1-benzofuran-6-carboxylate). The product is CN(C(=O)C1=NC=C(C=C1)OC1=CC(=CC2=C1C=C(O2)C)C(=O)NC2=NC=C(C=C2)C)C (N,N-Dimethyl-5-[(2-methyl-6-{[(5-methylpyridin-2-yl)amino]-carbonyl}-1-benzofuran-4-yl)oxy]pyridine-2-carboxamide). Reaction SMILES: [CH3:1][C:2]1[CH:3]=[CH:4][C:5]([NH2:8])=[N:6][CH:7]=1.[Al](Cl)(C)C.[CH3:13][N:14]([CH3:39])[C:15]([C:17]1[N:22]=[CH:21][C:20]([O:23][C:24]2[C:29]3[CH:30]=[C:31]([CH3:33])[O:32][C:28]=3[CH:27]=[C:26]([C:34](OCC)=[O:35])[CH:25]=2)=[CH:19][CH:18]=1)=[O:16]>ClCCCl.C(Cl)Cl>[CH3:39][N:14]([CH3:13])[C:15]([C:17]1[CH:18]=[CH:19][C:20]([O:23][C:24]2[C:29]3[CH:30]=[C:31]([CH3:33])[O:32][C:28]=3[CH:27]=[C:26]([C:34]([NH:8][C:5]3[CH:4]=[CH:3][C:2]([CH3:1])=[CH:7][N:6]=3)=[O:35])[CH:25]=2)=[CH:21][N:22]=1)=[O:16]. The reactants are CN(C([C@@H](C)OC1=C2C(NC=NC2=CC=C1)=O)=O)C ((2R)—N,N-dimethyl-2-[(4-oxo-3,4-dihydroquinazolin-5-yl)oxy]propanamide), COC=1C=C(CN2N=CC3=CC(=CC=C23)N)C=CC1 (1-(3-methoxybenzyl)-1H-indazol-5-amine). The product is COC=1C=C(CN2N=CC3=CC(=CC=C23)NC2=NC=NC3=CC=CC(=C23)O[C@@H](C(=O)N(C)C)C)C=CC1 ((2R)-2-[(4-{[1-(3-methoxybenzyl)-1H-indazol-5-yl]amino}quinazolin-5-yl)oxy]-N,N-dimethylpropanamide). The yield is 58.0%. RXN SMILES: [CH3:1][N:2]([CH3:19])[C:3](=[O:18])[C@H:4]([O:6][C:7]1[CH:16]=[CH:15][CH:14]=[C:13]2[C:8]=1[C:9](=O)[NH:10][CH:11]=[N:12]2)[CH3:5].[CH3:20][O:21][C:22]1[CH:23]=[C:24]([CH:36]=[CH:37][CH:38]=1)[CH2:25][N:26]1[C:34]2[C:29](=[CH:30][C:31]([NH2:35])=[CH:32][CH:33]=2)[CH:28]=[N:27]1>>[CH3:20][O:21][C:22]1[CH:23]=[C:24]([CH:36]=[CH:37][CH:38]=1)[CH2:25][N:26]1[C:34]2[C:29](=[CH:30][C:31]([NH:35][C:9]3[C:8]4[C:13](=[CH:14][CH:15]=[CH:16][C:7]=4[O:6][C@H:4]([CH3:5])[C:3]([N:2]([CH3:19])[CH3:1])=[O:18])[N:12]=[CH:11][N:10]=3)=[CH:32][CH:33]=2)[CH:28]=[N:27]1. Procedure details: Using the same procedure as in Example 18, (2R)—N,N-dimethyl-2-[(4-oxo-3,4-dihydroquinazolin-5-yl)oxy]propanamide (220 mg, 0.84 mmol) and 1-(3-methoxybenzyl)-1H-indazol-5-amine (1.1 equivalents) were reacted to give the title compound as a beige foam (242 mg, 58%); NMR spectrum (CDCl3) 1.72 (d, 3H), 3.05 (s, 3H), 3.14 (s, 3H), 3.73 (s, 3H), 5.42 (q, 1H), 5.57 (s, 2H), 6.74 (s, 1H), 6.78-6.81 (m, 3H), 7.20 (t, 1H), 7.36 (d, 1H), 7.46 (d, 1H), 7.59 (t, 1H), 7.80 (d, 1H), 8.06 (s, 1H), 8.40 (s, 1H)...